This data is from the Open Reaction Database (ORD), a public repository of structured organic reaction records. The task is: describe an organic reaction: reactants, conditions, products, and yield Starting materials: Brc1nc2ccccc2s1, COC(=O)C(S)c1ccccc1, Clc1nc2ccccc2s1, [H-], [Na+], CN(C)C=O. The product is COC(=O)C(Sc1nc2ccccc2s1)c1ccccc1. As a reaction SMILES: [Br:25][c:26]1[s:27][c:28]2[cH:29][cH:30][cH:31][cH:32][c:33]2[n:34]1.[CH3:1][O:2][C:3]([CH:4]([c:5]1[cH:6][cH:7][cH:8][cH:9][cH:10]1)[SH:11])=[O:12].[Cl:15][c:16]1[s:17][c:18]2[c:19]([n:20]1)[cH:21][cH:22][cH:23][cH:24]2.[H-:14].[Na+:13].[O:35]=[CH:36][N:37]([CH3:38])[CH3:39]>>[CH3:1][O:2][C:3]([CH:4]([c:5]1[cH:6][cH:7][cH:8][cH:9][cH:10]1)[S:11][c:16]1[s:17][c:18]2[c:19]([n:20]1)[cH:21][cH:22][cH:23][cH:24]2)=[O:12]. Reactants: BrC1=C2CCN(CC2=C(C=C1)N)C (5-Bromo-1,2,3,4-tetrahydro-2-methylisoquinolin-8-amine), ClC(C(O)O)(Cl)Cl (chloral hydrate), Cl.NO (hydroxylamine hydrochloride), [O-]S(=O)(=O)[O-].[Na+].[Na+] (Na2SO4), [OH-].[Na+] (NaOH). The solvent is O.CCO (H2O EtOH). Reaction conditions: temperature 60 celsius. Product: BrC1=C2CCN(CC2=C(C=C1)NC(C=NO)=O)C (N-(5-Bromo-1,2,3,4-tetrahydro-2-methylisoquinolin-8-yl)-2-(hydroxyimino)acetamide). RXN SMILES: [Br:1][C:2]1[CH:11]=[CH:10][C:9]([NH2:12])=[C:8]2[C:3]=1[CH2:4][CH2:5][N:6]([CH3:13])[CH2:7]2.Cl[C:15](Cl)(Cl)[CH:16]([OH:18])O.Cl.[NH2:22][OH:23].[O-]S([O-])(=O)=O.[Na+].[Na+].[OH-].[Na+]>O.CCO>[Br:1][C:2]1[CH:11]=[CH:10][C:9]([NH:12][C:16](=[O:18])[CH:15]=[N:22][OH:23])=[C:8]2[C:3]=1[CH2:4][CH2:5][N:6]([CH3:13])[CH2:7]2 |f:2.3,4.5.6,7.8,9.10|. Procedure details: A mixture of 5-bromo-1,2,3,4-tetrahydro-2-methylisoquinolin-8-amine (IV, 3.25 g, 13.5 mmol), chloral hydrate (2.3 g), hydroxylamine hydrochloride (2.9 g), 12 g Na2SO4 (12 g) in H2O:EtOH (3:1, 50 mL) was refluxed for 1 hr whereafter it was cooled to 60° C. and carefully basified with 4N NaOH to pH=7 and allowed to cool. The solid was collected by filtration, washed with water and dried under vacuum to give V.